This data is from the Open Reaction Database (ORD), a public repository of structured organic reaction records. The task is: describe an organic reaction: reactants, conditions, products, and yield Reaction SMILES: Br[C:2]1[N:3]=[C:4]2[C:10]([C:11](=[O:16])[C:12]([CH3:15])([CH3:14])[CH3:13])=[CH:9][N:8](COCC[Si](C)(C)C)[C:5]2=[N:6][CH:7]=1.[C:25]1([S:31]([NH2:34])(=[O:33])=[O:32])[CH:30]=[CH:29][CH:28]=[CH:27][CH:26]=1.CN(C)CC(O)=O.[O-]P([O-])([O-])=O.[K+].[K+].[K+]>CN(C=O)C.O.[Cu]I>[CH3:15][C:12]([CH3:13])([CH3:14])[C:11]([C:10]1[C:4]2[C:5](=[N:6][CH:7]=[C:2]([NH:34][S:31]([C:25]3[CH:30]=[CH:29][CH:28]=[CH:27][CH:26]=3)(=[O:33])=[O:32])[N:3]=2)[NH:8][CH:9]=1)=[O:16] |f:3.4.5.6|. Isolated yield 98.3%. Reported procedure: A mixture of 1-[2-Bromo-5-(2-trimethylsilanyl-ethoxymethyl)-5H-pyrrolo[2,3-b]pyrazin-7-yl]-2,2-dimethyl-propan-1-one (0.25 g, 0.61 mmol), benzenesulfonamide (0.143 g, 0.91 mmol, 1.5 equiv.), CuI (0.023 g, 0.12 mmol, 20 mol %), N,N-dimethylglycine (0.013 g, 0.12 mmol, 20 mol %) and K3PO4 (0.323 g, 1.53 mmol, 2.5 equiv.) in DMF (2 mL) was heated under an argon atmosphere in a microwave oven at 153° C. overnight. After cooling to room temperature, the reaction mixture was diluted with H2O and extra... Yields the product CC(C(=O)C1=CNC2=NC=C(N=C21)NS(=O)(=O)C2=CC=CC=C2)(C)C (N-[7-(2,2-Dimethyl-propionyl)-5H-pyrrolo[2,3-b]pyrazin-2-yl]-benzenesulfonamide). Reagents/catalysts: [Cu]I (CuI). The reactants are BrC=1N=C2C(=NC1)N(C=C2C(C(C)(C)C)=O)COCC[Si](C)(C)C (1-[2-Bromo-5-(2-trimethylsilanyl-ethoxymethyl)-5H-pyrrolo[2,3-b]pyrazin-7-yl]-2,2-dimethyl-propan-1-one), C1(=CC=CC=C1)S(=O)(=O)N (benzenesulfonamide), CN(CC(=O)O)C (N,N-dimethylglycine), [O-]P(=O)([O-])[O-].[K+].[K+].[K+] (K3PO4). The solvent is CN(C)C=O (DMF), O (H2O). Run at temperature 153 celsius. Starting materials: BrC1=C(C(=CC=C1)[N+](=O)[O-])F (1-bromo-2-fluoro-3-nitrobenzene). Reagents/catalysts: [Fe] (iron). Run in C(C)O.C(C)(=O)O.O (ethanol acetic acid water). The product is BrC=1C(=C(N)C=CC1)F (3-bromo-2-fluoroaniline). The yield is 92.6%. Reaction SMILES: [Br:1][C:2]1[CH:7]=[CH:6][CH:5]=[C:4]([N+:8]([O-])=O)[C:3]=1[F:11]>C(O)C.C(O)(=O)C.O.[Fe]>[Br:1][C:2]1[C:3]([F:11])=[C:4]([CH:5]=[CH:6][CH:7]=1)[NH2:8] |f:1.2.3|. Procedure: A solution of 1-bromo-2-fluoro-3-nitrobenzene (1.10 g, 5.00 mmol) in ethanol-acetic acid-water (2:2:1) (25 mL) was treated with iron powder (1.396 g, 25.0 mmol) and the mixture was heated at reflux for 1 h. The mixture was cooled to rt and filtered through a Celite pad. The filtrate was concentrated and the residue was partitioned between EtOAc and NaHCO3 (aq). The organic phase was washed with brine, dried and concentrated to provide 3-bromo-2-fluoroaniline as a brown oil (880 mg, 93%). 1H NMR ... The reactants are C(=C)S(=O)(=O)N1CCNCC1 (1-(ethenesulfonyl)piperazine), C(C=1C(O)=CC=CC1)=O (salicylaldehyde), CC(C)([O-])C.[K+] (potassium tert-butoxide), C(C)(C)(C)O (tert-butanol). The product is O1CC(=CC2=C1C=CC=C2)S(=O)(=O)N2CCN(CC2)C(=O)OC(C)(C)C (1-(2H-benzopyrane-3-sulfonyl)-4-(tert-butoxycarbonyl)piperazine). Reaction SMILES: [CH:1]([S:3]([N:6]1[CH2:11][CH2:10][NH:9][CH2:8][CH2:7]1)(=[O:5])=[O:4])=[CH2:2].[CH:12](=O)[C:13]1[C:14](=[CH:16][CH:17]=[CH:18][CH:19]=1)[OH:15].[CH3:21][C:22]([CH3:25])([O-:24])[CH3:23].[K+].[C:27]([OH:31])(C)(C)C>>[O:15]1[C:14]2[CH:16]=[CH:17][CH:18]=[CH:19][C:13]=2[CH:12]=[C:1]([S:3]([N:6]2[CH2:7][CH2:8][N:9]([C:27]([O:24][C:22]([CH3:25])([CH3:23])[CH3:21])=[O:31])[CH2:10][CH2:11]2)(=[O:5])=[O:4])[CH2:2]1 |f:2.3|. Reported procedure: A solution of 1-(ethenesulfonyl)piperazine (1.38 g), salicylaldehyde (610 mg) and potassium tert-butoxide (168 mg) in tert-butanol (20 ml) was refluxed for 4 days. The reaction solution was concentrated, and to the residue was added ethyl acetate. The organic layer was washed with water and brine, dried, concentrated and purified with silica gel column chromatography (hexane/ethyl acetate=2/1) to give a colorless solid of 1-(2H-benzopyrane-3-sulfonyl)-4-(tert-butoxycarbonyl)piperazine (420 mg). Starting materials: CI (Methyl iodide), C([O-])([O-])=O.[K+].[K+] (potassium carbonate), O1CCOCC1 (1,4-dioxane), FC1=NNC2=CC=C(C=C12)[N+](=O)[O-] (3-fluoro-5-nitro-1H-indazole). Solvent: C(C)(=O)OCC (Ethyl acetate). Run at temperature 100 celsius, time 2 hour. Yields the product FC1=NN(C2=CC=C(C=C12)[N+](=O)[O-])C (3-Fluoro-1-methyl-5-nitro-1H-indazole). As a reaction SMILES: CI.C(=O)([O-])[O-].[K+].[K+].O1CCOC[CH2:10]1.[F:15][C:16]1[C:24]2[C:19](=[CH:20][CH:21]=[C:22]([N+:25]([O-:27])=[O:26])[CH:23]=2)[NH:18][N:17]=1>C(OCC)(=O)C>[F:15][C:16]1[C:24]2[C:19](=[CH:20][CH:21]=[C:22]([N+:25]([O-:27])=[O:26])[CH:23]=2)[N:18]([CH3:10])[N:17]=1 |f:1.2.3|. Procedure details: Methyl iodide (41 μl) and potassium carbonate (114 mg) were added to a 1,4-dioxane (2.5 ml) solution containing 3-fluoro-5-nitro-1H-indazole (100 mg), followed by stirring at 100° C. for 2 hours. Ethyl acetate was added to the reaction solution. An insoluble precipitate was removed by filtration, the solvent was distilled away under reduced pressure, and the obtained residue was purified by silica gel chromatography (n-hexane:ethyl acetate=1:0 to 1:1). 3-Fluoro-1-methyl-5-nitro-1H-indazole was t...